The task is: describe an organic reaction: reactants, conditions, products, and yield. This data is from the Open Reaction Database (ORD), a public repository of structured organic reaction records. The reactants are CO, CC(F)(F)Oc1cc(B2OC(C)(C)C(C)(C)O2)cnc1C1CC1, OO. Yields the product CC(F)(F)Oc1cc(O)cnc1C1CC1. As a reaction SMILES: [CH3:26][OH:27].[CH:1]1([c:4]2[n:5][cH:6][c:7]([B:15]3[O:16][C:17]([CH3:18])([CH3:19])[C:20]([CH3:21])([CH3:22])[O:23]3)[cH:8][c:9]2[O:10][C:11]([CH3:12])([F:13])[F:14])[CH2:2][CH2:3]1.[OH:24][OH:25]>>[CH:1]1([c:4]2[n:5][cH:6][c:7]([OH:24])[cH:8][c:9]2[O:10][C:11]([CH3:12])([F:13])[F:14])[CH2:2][CH2:3]1. Reactants: CC(=O)Nc1c(C)ccc(C(=O)O)c1[N+](=O)[O-], O, O=S(=O)(O)O. The product is Cc1ccc(C(=O)O)c([N+](=O)[O-])c1N. Reaction SMILES: [C:6](=[O:7])([CH3:8])[NH:9][c:10]1[c:11]([N+:20](=[O:21])[O-:22])[c:12]([C:13](=[O:14])[OH:15])[cH:16][cH:17][c:18]1[CH3:19].[OH2:23].[S:1](=[O:2])(=[O:3])([OH:4])[OH:5]>>[NH2:9][c:10]1[c:11]([N+:20](=[O:21])[O-:22])[c:12]([C:13](=[O:14])[OH:15])[cH:16][cH:17][c:18]1[CH3:19]. Product: CC(C)C(=O)Nc1cccc(C2CCN(CCCCC(Oc3ccc(Cl)cc3)c3ccccc3)CC2)c1. As a reaction SMILES: [ClH:39].[OH:1][c:2]1[cH:3][cH:4][c:5]([Cl:6])[cH:7][cH:8]1.[OH:9][CH:10]([CH2:11][CH2:12][CH2:13][CH2:14][N:15]1[CH2:16][CH2:17][CH:18]([c:21]2[cH:22][c:23]([NH:27][C:28]([CH:29]([CH3:30])[CH3:31])=[O:32])[cH:24][cH:25][cH:26]2)[CH2:19][CH2:20]1)[c:33]1[cH:34][cH:35][cH:36][cH:37][cH:38]1>>[O:1]([c:2]1[cH:3][cH:4][c:5]([Cl:6])[cH:7][cH:8]1)[CH:10]([CH2:11][CH2:12][CH2:13][CH2:14][N:15]1[CH2:16][CH2:17][CH:18]([c:21]2[cH:22][c:23]([NH:27][C:28]([CH:29]([CH3:30])[CH3:31])=[O:32])[cH:24][cH:25][cH:26]2)[CH2:19][CH2:20]1)[c:33]1[cH:34][cH:35][cH:36][cH:37][cH:38]1. Reactants: Cl, Oc1ccc(Cl)cc1, CC(C)C(=O)Nc1cccc(C2CCN(CCCCC(O)c3ccccc3)CC2)c1. Procedure: A solution of aqueous 2N NaOH (2.00 ml) is added to a stirred solution of methyl 4-(2-(4-hydroxypiperidin-1-yl)quinoline-4-carboxamido)-3,5-dimethylbenzoate (0.13 g, 0.0003 mol) in THF:MeOH (5 ml:2 ml). After 5 h at 50° C., the organic solvent is removed under reduced pressure and the residue is diluted with water acidified to pH 6 with aqueous 1N HCl and extracted with ethyl acetate (2×20 ml). The organic layers are combined and dried over anhydrous sodium sulfate. The solvent is removed under ... The solvent is C1CCOC1 (THF). Reaction SMILES: [OH-].[Na+].[OH:3][CH:4]1[CH2:9][CH2:8][N:7]([C:10]2[CH:19]=[C:18]([C:20]([NH:22][C:23]3[C:32]([CH3:33])=[CH:31][C:26]([C:27]([O:29]C)=[O:28])=[CH:25][C:24]=3[CH3:34])=[O:21])[C:17]3[C:12](=[CH:13][CH:14]=[CH:15][CH:16]=3)[N:11]=2)[CH2:6][CH2:5]1.CO>C1COCC1>[OH:3][CH:4]1[CH2:5][CH2:6][N:7]([C:10]2[CH:19]=[C:18]([C:20]([NH:22][C:23]3[C:24]([CH3:34])=[CH:25][C:26]([C:27]([OH:29])=[O:28])=[CH:31][C:32]=3[CH3:33])=[O:21])[C:17]3[C:12](=[CH:13][CH:14]=[CH:15][CH:16]=3)[N:11]=2)[CH2:8][CH2:9]1 |f:0.1|. Yield: 39.7%. Reactants: [OH-].[Na+] (NaOH), OC1CCN(CC1)C1=NC2=CC=CC=C2C(=C1)C(=O)NC1=C(C=C(C(=O)OC)C=C1C)C (methyl 4-(2-(4-hydroxypiperidin-1-yl)quinoline-4-carboxamido)-3,5-dimethylbenzoate), CO (MeOH). Product: OC1CCN(CC1)C1=NC2=CC=CC=C2C(=C1)C(=O)NC1=C(C=C(C(=O)O)C=C1C)C (4-[[2-(4-hydroxy-1-piperidyl)quinoline-4-carbonyl]amino]-3,5-dimethyl-benzoic acid). Conditions: time 5 hour. Starting materials: ClC1=NC(=C(C(=N1)N1CCOCC1)F)Cl (4-(2,6-dichloro-5-fluoropyrimidin-4-yl)morpholine), Cl.FC=1C=CC(=NC1)[C@H](C)N ((S)-1-(5-fluoropyridin-2-yl)ethanamine hydrochloride), CCN(C(C)C)C(C)C (N,N′-diisopropylethylamine). Run in C(CCC)O (n-butanol). Reaction conditions: temperature 130 celsius. Yields the product ClC1=NC(=C(C(=N1)N[C@@H](C)C1=NC=C(C=C1)F)F)N1CCOCC1 ((S)-2-Chloro-5-fluoro-N-(1-(5-fluoropyridin-2-yl)ethyl)-6-morpholinopyrimidin-4-amine). Isolated yield 42.0%. Reaction SMILES: [Cl:1][C:2]1[N:7]=[C:6]([N:8]2[CH2:13][CH2:12][O:11][CH2:10][CH2:9]2)[C:5]([F:14])=[C:4](Cl)[N:3]=1.Cl.[F:17][C:18]1[CH:19]=[CH:20][C:21]([C@@H:24]([NH2:26])[CH3:25])=[N:22][CH:23]=1.CCN(C(C)C)C(C)C>C(O)CCC>[Cl:1][C:2]1[N:3]=[C:4]([NH:26][C@H:24]([C:21]2[CH:20]=[CH:19][C:18]([F:17])=[CH:23][N:22]=2)[CH3:25])[C:5]([F:14])=[C:6]([N:8]2[CH2:13][CH2:12][O:11][CH2:10][CH2:9]2)[N:7]=1 |f:1.2|. Reported procedure: A mixture of 4-(2,6-dichloro-5-fluoropyrimidin-4-yl)morpholine (Preparation 11a, 1.18 g, 4.68 mmol), (S)-1-(5-fluoropyridin-2-yl)ethanamine hydrochloride (prepared as described in WO2006/123113, 1.00 g, 4.69 mmol) and N,N′-diisopropylethylamine (3.27 mL, 18.77 mmol) in n-butanol (20 mL) was heated at 130° C. for two days. The solvent was evaporated under reduced pressure and the residue was purified by flash chromatography (0-5% ethyl acetate in hexanes to 5:94:1 ethyl acetate/hexanes/triethylam... The reactants are C(C)(C)(C)C1=CC=C(C(=N1)C)/C=C/C(=O)O ((2E)-3-[6-(tert-butyl)-2-methyl(3-pyridyl)]prop-2-enoic acid), NC=1C=C2C=C(NC2=CC1)CO ((5-aminoindol-2-yl)methan-1-ol). Yields the product C(C)(C)(C)C1=CC=C(C(=N1)C)/C=C/C(=O)NC=1C=C2C=C(NC2=CC1)CO ((2E)-3-[6-(tert-Butyl)-2-methyl(3-pyridyl)]-N-[2-(hydroxymethyl)indol-5-yl]prop-2-enamide). RXN SMILES: [C:1]([C:5]1[N:10]=[C:9]([CH3:11])[C:8](/[CH:12]=[CH:13]/[C:14]([OH:16])=O)=[CH:7][CH:6]=1)([CH3:4])([CH3:3])[CH3:2].[NH2:17][C:18]1[CH:19]=[C:20]2[C:24](=[CH:25][CH:26]=1)[NH:23][C:22]([CH2:27][OH:28])=[CH:21]2>>[C:1]([C:5]1[N:10]=[C:9]([CH3:11])[C:8](/[CH:12]=[CH:13]/[C:14]([NH:17][C:18]2[CH:19]=[C:20]3[C:24](=[CH:25][CH:26]=2)[NH:23][C:22]([CH2:27][OH:28])=[CH:21]3)=[O:16])=[CH:7][CH:6]=1)([CH3:2])([CH3:3])[CH3:4]. Procedure details: Analogous to the procedure used to prepare Example 1, (2E)-3-[6-(tert-butyl)-2-methyl(3-pyridyl)]prop-2-enoic acid, Example 75(c), (110 mg, 0.50 mmol) and (5-aminoindol-2-yl)methan-1-ol, Example 74(b), (81, 0.50 mmol) provided, after purification by silica gel chromatography (25:75 hexane:EtOAc), the title compound as a pale yellow solid. MP 213° C. MS (ESI, pos. ion) m/z: 364 (M+1). Reactants: CC1(NC(CC(C1)NC1=NC=CC(=N1)C1=CN(C2=CC(=CC=C12)C(=O)O)COCC[Si](C)(C)C)(C)C)C (3-[2-(2,2,6,6-Tetramethyl-piperidin-4-ylamino)-pyrimidin-4-yl]-1-(2-trimethylsilanyl-ethoxymethyl)-1H-indole-6-carboxylic acid), C([O-])(O)=O (bicarbonate), CCCC[N+](CCCC)(CCCC)CCCC.[F-] (TBAF), N1CCOCC1 (morpholine), S(=O)(Cl)Cl (thionyl chloride). The reagents and catalysts are CN(C)C=1C=CN=CC1 (DMAP). The solvent is CN(C)C=O (DMF), ClC(C)Cl (dichloroethane), ClC(C)Cl (dichloroethane), CCOC(=O)C (EtOAc). Run at time 10 minute. The product is N1(CCOCC1)C(=O)C1=CC=C2C(=CNC2=C1)C1=NC(=NC=C1)NC1CC(NC(C1)(C)C)(C)C (Morpholin-4-yl-{3-[2-(2,2,6,6-tetramethyl-piperidin-4-ylamino)-pyrimidin-4-yl]-1H-indol-6-yl}-methanone). RXN SMILES: [CH3:1][C:2]1([CH3:37])[CH2:7][CH:6]([NH:8][C:9]2[N:14]=[C:13]([C:15]3[C:23]4[C:18](=[CH:19][C:20]([C:24](O)=[O:25])=[CH:21][CH:22]=4)[N:17](COCC[Si](C)(C)C)[CH:16]=3)[CH:12]=[CH:11][N:10]=2)[CH2:5][C:4]([CH3:36])([CH3:35])[NH:3]1.S(Cl)(Cl)=O.[NH:42]1[CH2:47][CH2:46][O:45][CH2:44][CH2:43]1.C(=O)(O)[O-].CCCC[N+](CCCC)(CCCC)CCCC.[F-]>ClC(Cl)C.CN(C1C=CN=CC=1)C.CCOC(C)=O.CN(C=O)C>[N:42]1([C:24]([C:20]2[CH:19]=[C:18]3[C:23]([C:15]([C:13]4[CH:12]=[CH:11][N:10]=[C:9]([NH:8][CH:6]5[CH2:5][C:4]([CH3:36])([CH3:35])[NH:3][C:2]([CH3:37])([CH3:1])[CH2:7]5)[N:14]=4)=[CH:16][NH:17]3)=[CH:22][CH:21]=2)=[O:25])[CH2:47][CH2:46][O:45][CH2:44][CH2:43]1 |f:4.5|. Procedure: A suspension of 3-[2-(2,2,6,6-Tetramethyl-piperidin-4-ylamino)-pyrimidin-4-yl]-1-(2-trimethylsilanyl-ethoxymethyl)-1H-indole-6-carboxylic acid (542 mg, 1.0 mmol) in dichloroethane was treated with 3 equivalents of thionyl chloride. A drop of DMF was added and the clear solution was stirred at room temperature for 10 min. This solution was added to a solution of morpholine (1.30 g, 14.9 mmol) in dichloroethane containing DMAP (5.00 mg). After 2 h the reaction mixture was given into a saturated bi... Starting materials: C(#N)C=1C(=CC=C2C(=CNC12)/C=C/C(=O)OCC)F (Ethyl (2E)-3-(7-cyano-6-fluoro-1H-indol-3-yl)-2-propenoate). Reagents/catalysts: Cl[Pd]Cl (PdCl2). The solvent is C1CCOC1 (THF). Run at time 5 hour. The product is C(#N)C=1C(=CC=C2C(=CNC12)CCC(=O)OCC)F (ethyl 3-(7-cyano-6-fluoro-1H-indol-3-yl)propanoate). The yield is 92.1%. As a reaction SMILES: [C:1]([C:3]1[C:4]([F:19])=[CH:5][CH:6]=[C:7]2[C:11]=1[NH:10][CH:9]=[C:8]2/[CH:12]=[CH:13]/[C:14]([O:16][CH2:17][CH3:18])=[O:15])#[N:2]>C1COCC1.Cl[Pd]Cl>[C:1]([C:3]1[C:4]([F:19])=[CH:5][CH:6]=[C:7]2[C:11]=1[NH:10][CH:9]=[C:8]2[CH2:12][CH2:13][C:14]([O:16][CH2:17][CH3:18])=[O:15])#[N:2]. Procedure: To a solution of ethyl (2E)-3-(7-cyano-6-fluoro-1H-indol-3-yl)-2-propenoate (D143) (1.8 g) in THF (50 mL) was added PdCl2 (0.5 g). The reaction was stirred under H2 (15 psi) atmosphere at RT for about 5 hours. TLC showed the starting material was completely consumed. Then PdCl2 was removed by filtration, the filtrate was concentrated and washed with PE to afford ethyl 3-(7-cyano-6-fluoro-1H-indol-3-yl)propanoate (D144) (1.67 g) as a white solid. δH (DMSO-d6, 400 MHz): 1.15 (3H, t), 2.66 (2H, t),... Product: COC(=O)C1(CCCC1)NC(=O)C1=C(C2=CC=CC=C2C=C1)OCC1COC2=C(O1)C=CC=C2 (1-{[1-(2,3-dihydro-benzo[1,4]dioxin-2-ylmethoxy)-naphthalene-2-carbonyl]-amino}-cyclopentanecarboxylic acid methyl ester). Procedure: To a solution of 84 mg 1-(2,3-dihydro-benzo[1,4]dioxin-2-ylmethoxy)-naphthalene-2-carboxylic acid in 1 ml abs. DMF under inert atmosphere 42 mg 1-hydroxybenzo-triazole and 60 mg 1-ethyl-3-(3-dimethylaminopropyl)carbodiimide hydrochloride and 0.65 μl of N,N-diisopropylethylamine were added at 0° C. After 30 minutes at 0° C. 42 mg of 1-amino-cyclopentanecarboxylic acid methyl ester hydrochloride, followed by 0.65 μl of N,N-diisopropylethylamine were added. After 48 h at room temperature the reacti... Solvent: CN(C)C=O (DMF). RXN SMILES: [O:1]1[C:6]2[CH:7]=[CH:8][CH:9]=[CH:10][C:5]=2[O:4][CH2:3][CH:2]1[CH2:11][O:12][C:13]1[C:22]2[C:17](=[CH:18][CH:19]=[CH:20][CH:21]=2)[CH:16]=[CH:15][C:14]=1[C:23](O)=[O:24].ON1C2C=CC=CC=2N=N1.Cl.C(N=C=NCCCN(C)C)C.C(N(CC)C(C)C)(C)C.Cl.[CH3:58][O:59][C:60]([C:62]1([NH2:67])[CH2:66][CH2:65][CH2:64][CH2:63]1)=[O:61]>CN(C=O)C>[CH3:58][O:59][C:60]([C:62]1([NH:67][C:23]([C:14]2[CH:15]=[CH:16][C:17]3[C:22](=[CH:21][CH:20]=[CH:19][CH:18]=3)[C:13]=2[O:12][CH2:11][CH:2]2[O:1][C:6]3[CH:7]=[CH:8][CH:9]=[CH:10][C:5]=3[O:4][CH2:3]2)=[O:24])[CH2:66][CH2:65][CH2:64][CH2:63]1)=[O:61] |f:2.3,5.6|. Starting materials: O1C(COC2=C1C=CC=C2)COC2=C(C=CC1=CC=CC=C21)C(=O)O (1-(2,3-dihydro-benzo[1,4]dioxin-2-ylmethoxy)-naphthalene-2-carboxylic acid), C(C)(C)N(C(C)C)CC (N,N-diisopropylethylamine), atmosphere, ON1N=NC2=C1C=CC=C2 (1-hydroxybenzo-triazole), Cl.C(C)N=C=NCCCN(C)C (1-ethyl-3-(3-dimethylaminopropyl)carbodiimide hydrochloride), C(C)(C)N(C(C)C)CC (N,N-diisopropylethylamine), Cl.COC(=O)C1(CCCC1)N (1-amino-cyclopentanecarboxylic acid methyl ester hydrochloride). Reaction conditions: time 30 minute. The yield is 89.0%. Starting materials: S(=O)(Cl)Cl (Thionyl chloride), CSC=1C=CC2=C(CCC=3C(=NC=CC3)C2(O)C2CCN(CC2)C)C1 (8-methylthio-6,11-dihydro-11-(1-methyl-4-piperidyl)-5H-benzo[5,6]cyclohepta[1,2-b]pyridin-11-ol), [OH-].[Na+] (sodium hydroxide). Product: CSC=1C=CC2=C(CCC=3C(=NC=CC3)C2=C2CCN(CC2)C)C1 (8-methylthio-11-(1-methyl-4-piperidylidene)-6,11-dihydro-5H-benzo[5,6]cyclohepta[1,2-b]pyridine). The yield is 61.4%. RXN SMILES: S(Cl)(Cl)=O.[CH3:5][S:6][C:7]1[CH:8]=[CH:9][C:10]2[C:20]([CH:22]3[CH2:27][CH2:26][N:25]([CH3:28])[CH2:24][CH2:23]3)(O)[C:15]3=[N:16][CH:17]=[CH:18][CH:19]=[C:14]3[CH2:13][CH2:12][C:11]=2[CH:29]=1.[OH-].[Na+]>>[CH3:5][S:6][C:7]1[CH:8]=[CH:9][C:10]2[C:20](=[C:22]3[CH2:27][CH2:26][N:25]([CH3:28])[CH2:24][CH2:23]3)[C:15]3=[N:16][CH:17]=[CH:18][CH:19]=[C:14]3[CH2:13][CH2:12][C:11]=2[CH:29]=1 |f:2.3|. Procedure details: Thionyl chloride (6 ml) was added to 1.03 g of 8-methylthio-6,11-dihydro-11-(1-methyl-4-piperidyl)-5H-benzo[5,6]cyclohepta[1,2-b]pyridin-11-ol and the resulting mixture was refluxed for 1 hour. After the completion of the reaction, the reaction mixture was added with a 10% sodium hydroxide solution and then extracted with chloroform. The resultant extract was dried over anhydrous Na2SO4 and then filtered. The filtrate was concentrated under reduced pressure. The residue was purified by chromatog...